From a dataset of the Open Reaction Database (ORD), a public repository of structured organic reaction records. describe an organic reaction: reactants, conditions, products, and yield Reactants: ClC1=C(C=C(C=C1)C(C#N)=NO)CNC(=O)OC (2-[4-chloro-3-(methoxycarbonylaminomethyl)phenyl]-2-hydroxyiminoacetonitrile), sodium methylate methanol, CI (methyl iodide). The solvent is CO (methanol). Conditions: time 24 hour. Product: ClC1=C(C=C(C=C1)C(C#N)=NOC)CNC(=O)OC (2-[4-chloro-3-(methoxycarbonylaminomethyl)phenyl]-2-methoxyiminoacetonitrile). Yield: 47.5%. Reaction SMILES: [Cl:1][C:2]1[CH:7]=[CH:6][C:5]([C:8](=[N:11][OH:12])[C:9]#[N:10])=[CH:4][C:3]=1[CH2:13][NH:14][C:15]([O:17][CH3:18])=[O:16].[CH3:19]I>CO>[Cl:1][C:2]1[CH:7]=[CH:6][C:5]([C:8](=[N:11][O:12][CH3:19])[C:9]#[N:10])=[CH:4][C:3]=1[CH2:13][NH:14][C:15]([O:17][CH3:18])=[O:16]. Procedure details: 0.36 g of 2-[4-chloro-3-(methoxycarbonylaminomethyl)phenyl]-2-hydroxyiminoacetonitrile and 0.54 g of a 28% sodium methylate methanol solution were added to 5 ml of methanol, and 0.49 g of methyl iodide was added thereto, followed by stirring at room temperature for 24 hours. The reaction solution was vacuum concentrated, the solvent was distilled off, water was added to the residue, extraction with ethyl acetate was carried out, and the organic layer was dried over anhydrous magnesium sulfate. T... Starting materials: OCC1=CC=C(C=C1)CNC(C)=O (N-(4-hydroxymethylphenylmethyl)acetamide), S(=O)(Cl)Cl (thionyl chloride). The solvent is C(Cl)(Cl)Cl (chloroform). Yields the product ClCC1=CC=C(C=C1)CNC(C)=O (N-(4-Chloromethylphenylmethyl)acetamide). Reaction SMILES: O[CH2:2][C:3]1[CH:8]=[CH:7][C:6]([CH2:9][NH:10][C:11](=[O:13])[CH3:12])=[CH:5][CH:4]=1.S(Cl)([Cl:16])=O>C(Cl)(Cl)Cl>[Cl:16][CH2:2][C:3]1[CH:8]=[CH:7][C:6]([CH2:9][NH:10][C:11](=[O:13])[CH3:12])=[CH:5][CH:4]=1. Procedure details: To a solution of N-(4-hydroxymethylphenylmethyl)acetamide (1.5 g) in chloroform (50 ml) was added thionyl chloride (0.73 ml) and the mixture was refluxed under heating for 1 hr. The solvent was evaporated and the obtained residue was crystallized from ethyl acetate to give the title compound (1.8 g) as pale-yellow crystals. Reactants: CC1(C)CC(Oc2ccc([N+](=O)[O-])cc2)CC(C)(C)C1, CO, [H][H], O=[Pt]=O. Product: CC1(C)CC(Oc2ccc(N)cc2)CC(C)(C)C1. RXN SMILES: [CH3:1][C:2]1([CH3:20])[CH2:3][CH:4]([O:10][c:11]2[cH:12][cH:13][c:14]([N+:17]([O-:18])=[O:19])[cH:15][cH:16]2)[CH2:5][C:6]([CH3:8])([CH3:9])[CH2:7]1.[CH3:23][OH:24].[H:21][H:22].[Pt:25](=[O:26])=[O:27]>>[CH3:1][C:2]1([CH3:20])[CH2:3][CH:4]([O:10][c:11]2[cH:12][cH:13][c:14]([NH2:17])[cH:15][cH:16]2)[CH2:5][C:6]([CH3:8])([CH3:9])[CH2:7]1.